From a dataset of the Open Reaction Database (ORD), a public repository of structured organic reaction records. describe an organic reaction: reactants, conditions, products, and yield The reactants are Cl.C(C1=CN=CC=C1)(=O)Cl (Nicotinoyl chloride hydrochloride), NCC1=C(C(=C2C(=N1)SC=1CN(CCC12)CC1=CC=CC=C1)C1=CC(=C(C=C1)OC)OC)Cl (2-aminomethyl-7-benzyl-3-chloro-4-(3,4-dimethoxyphenyl)-5,6,7,8-tetrahydrothieno[2,3-b:5,4-c']dipyridine), O (water). The solvent is N1=CC=CC=C1 (pyridine). Run at time 1 hour. The product is C(C1=CC=CC=C1)N1CC2=C(CC1)C=1C(=NC(=C(C1C1=CC(=C(C=C1)OC)OC)Cl)CNC(C1=CN=CC=C1)=O)S2 (7-benzyl-3-chloro-4-(3,4-dimethoxyphenyl)-2-(nicotinoylaminomethyl)-5,6,7,8-tetrahydrothieno[2,3-b:5,4-c']dipyridine). The yield is 56.6%. As a reaction SMILES: Cl.[C:2](Cl)(=[O:9])[C:3]1[CH:8]=[CH:7][CH:6]=[N:5][CH:4]=1.[NH2:11][CH2:12][C:13]1[N:18]=[C:17]2[S:19][C:20]3[CH2:21][N:22]([CH2:26][C:27]4[CH:32]=[CH:31][CH:30]=[CH:29][CH:28]=4)[CH2:23][CH2:24][C:25]=3[C:16]2=[C:15]([C:33]2[CH:38]=[CH:37][C:36]([O:39][CH3:40])=[C:35]([O:41][CH3:42])[CH:34]=2)[C:14]=1[Cl:43].O>N1C=CC=CC=1>[CH2:26]([N:22]1[CH2:23][CH2:24][C:25]2[C:16]3[C:17]([S:19][C:20]=2[CH2:21]1)=[N:18][C:13]([CH2:12][NH:11][C:2](=[O:9])[C:3]1[CH:8]=[CH:7][CH:6]=[N:5][CH:4]=1)=[C:14]([Cl:43])[C:15]=3[C:33]1[CH:38]=[CH:37][C:36]([O:39][CH3:40])=[C:35]([O:41][CH3:42])[CH:34]=1)[C:27]1[CH:28]=[CH:29][CH:30]=[CH:31][CH:32]=1 |f:0.1|. Reported procedure: Nicotinoyl chloride hydrochloride (0.18 g) was added to a solution of the compound (0.29 g) obtained in Example 18B in pyridine (4 ml), the mixture was stirred at room temperature for 1 hour, poured over water and extracted with ethyl acetate. The ethyl acetate layer was washed with water, dried (MgSO4) and concentrated under reduced pressure. The residue was subjected to silica gel column chromatography and eluted with ethyl acetate to yield 7-benzyl-3-chloro-4-(3,4-dimethoxyphenyl)-2-(nicotino... Procedure details: β-n-Dodecylmercaptopropionitrile was prepared according to the procedure of Example 1 using 1-dodecanethiol (24.75 g; 0.12 moles), acrylonitrile (6.4 g; 0.21 moles) and sodium methoxide (0.5 g). The product is C(CCCCCCCCCCC)SCCC#N (β-n-Dodecylmercaptopropionitrile). Reactants: C(CCCCCCCCCCC)S (1-dodecanethiol), C(C=C)#N (acrylonitrile), C[O-].[Na+] (sodium methoxide). RXN SMILES: [CH2:1]([SH:13])[CH2:2][CH2:3][CH2:4][CH2:5][CH2:6][CH2:7][CH2:8][CH2:9][CH2:10][CH2:11][CH3:12].[C:14](#[N:17])[CH:15]=[CH2:16].C[O-].[Na+]>>[CH2:1]([S:13][CH2:16][CH2:15][C:14]#[N:17])[CH2:2][CH2:3][CH2:4][CH2:5][CH2:6][CH2:7][CH2:8][CH2:9][CH2:10][CH2:11][CH3:12] |f:2.3|. Starting materials: hydrochloride salt, Cl (HCl), COC(=O)C1=C(C=C(C=C1)CN(C(CCCCCNC(=O)OCC1=CC=CC=C1)=O)CC1=CC(=C(C(=O)OC)C=C1)OCC1=CC=CC=C1)OCC1=CC=CC=C1 (methyl 4-[(N-{[4-(methoxycarbonyl)-3-(phenylmethoxy)phenyl]-methyl}-6-[(phenylmethoxy)carbonylamino]hexanoylamino)methyl]-2-(phenylmethoxy)-benzoate). The reagents and catalysts are [Pd] (palladium on carbon). The solvent is CO (methanol). Reaction conditions: time 4 hour. Yields the product NCCCCCC(=O)N(CC1=CC(=C(C=C1)C(=O)OC)O)CC1=CC(=C(C(=O)OC)C=C1)O (Methyl 4-[(6-amino-N-{[3-hydroxy-4-(methoxycarbonyl)-phenyl]methyl}hexanoylamino)methyl]-2-hydroxybenzoate). Yield: 102.1%. As a reaction SMILES: [CH3:1][O:2][C:3]([C:5]1[CH:10]=[CH:9][C:8]([CH2:11][N:12]([CH2:31][C:32]2[CH:41]=[CH:40][C:35]([C:36]([O:38][CH3:39])=[O:37])=[C:34]([O:42]CC3C=CC=CC=3)[CH:33]=2)[C:13](=[O:30])[CH2:14][CH2:15][CH2:16][CH2:17][CH2:18][NH:19]C(OCC2C=CC=CC=2)=O)=[CH:7][C:6]=1[O:50]CC1C=CC=CC=1)=[O:4].Cl>CO.[Pd]>[NH2:19][CH2:18][CH2:17][CH2:16][CH2:15][CH2:14][C:13]([N:12]([CH2:11][C:8]1[CH:9]=[CH:10][C:5]([C:3]([O:2][CH3:1])=[O:4])=[C:6]([OH:50])[CH:7]=1)[CH2:31][C:32]1[CH:41]=[CH:40][C:35]([C:36]([O:38][CH3:39])=[O:37])=[C:34]([OH:42])[CH:33]=1)=[O:30]. Procedure: Dissolved methyl 4-[(N-{[4-(methoxycarbonyl)-3-(phenylmethoxy)phenyl]-methyl}-6-[(phenylmethoxy)carbonylamino]hexanoylamino)methyl]-2-(phenylmethoxy)-benzoate (1.20 g, 1.56 mmole) in 400 mL of methanol and then added conc. HCl (400 uL) and a small scoop of palladium on carbon (10%). Hydrogenated for 4 hours using a Parr shaker at 40 psi. Filtered away the palladium on carbon and removed the methanol in vacuo. Collected 730 mg (95% yield) of the product as the hydrochloride salt. Reactants: C=CCC(CC=C)(COc1cc(C)c(-c2ccc(C(F)(F)F)cc2)c(C)c1)c1ccc(C(=O)O)s1, COC(=O)CCN, CCN=C=NCCCN(C)C, CCN(C(C)C)C(C)C, Cl, Cl, CN(C)C=O, O, O, On1nnc2ccccc21. The product is C=CCC(CC=C)(COc1cc(C)c(-c2ccc(C(F)(F)F)cc2)c(C)c1)c1ccc(C(=O)NCCC(=O)OC)s1. RXN SMILES: [CH2:1]([CH:2]=[CH2:3])[C:4]([CH2:5][CH:6]=[CH2:7])([CH2:8][O:9][c:10]1[cH:11][c:12]([CH3:27])[c:13](-[c:17]2[cH:18][cH:19][c:20]([C:23]([F:24])([F:25])[F:26])[cH:21][cH:22]2)[c:14]([CH3:16])[cH:15]1)[c:28]1[cH:29][cH:30][c:31]([C:33](=[O:34])[OH:35])[s:32]1.[CH3:37][O:38][C:39]([CH2:40][CH2:41][NH2:42])=[O:43].[CH3:65][N:66]([CH3:67])[CH2:68][CH2:69][CH2:70][N:71]=[C:72]=[N:73][CH2:74][CH3:75].[CH:55]([N:56]([CH2:57][CH3:58])[CH:59]([CH3:60])[CH3:61])([CH3:62])[CH3:63].[ClH:36].[ClH:64].[O:76]=[CH:77][N:78]([CH3:79])[CH3:80].[OH2:44].[OH2:81].[OH:45][n:46]1[c:47]2[cH:48][cH:49][cH:50][cH:51][c:52]2[n:53][n:54]1>>[CH2:1]([CH:2]=[CH2:3])[C:4]([CH2:5][CH:6]=[CH2:7])([CH2:8][O:9][c:10]1[cH:11][c:12]([CH3:27])[c:13](-[c:17]2[cH:18][cH:19][c:20]([C:23]([F:24])([F:25])[F:26])[cH:21][cH:22]2)[c:14]([CH3:16])[cH:15]1)[c:28]1[cH:29][cH:30][c:31]([C:33](=[O:34])[NH:42][CH2:41][CH2:40][C:39]([O:38][CH3:37])=[O:43])[s:32]1.